Dataset: the Open Reaction Database (ORD), a public repository of structured organic reaction records. Task: describe an organic reaction: reactants, conditions, products, and yield The reactants are [BH4-], C1CCOC1, CO, [Cl-], [NH4+], [Na+], [Na], O=C(CC(=O)N1CCn2c(nnc2C(F)(F)F)C1)Cc1cc(F)c(F)cc1F. Product: O=C(CC(O)Cc1cc(F)c(F)cc1F)N1CCn2c(nnc2C(F)(F)F)C1. As a reaction SMILES: [BH4-:30].[CH2:36]1[O:37][CH2:38][CH2:39][CH2:40]1.[CH3:34][OH:35].[Cl-:32].[NH4+:33].[Na+:31].[Na:1].[O:2]=[C:3]([CH2:4][C:5]([CH2:6][c:7]1[c:8]([F:15])[cH:9][c:10]([F:14])[c:11]([F:13])[cH:12]1)=[O:16])[N:17]1[CH2:18][c:19]2[n:20]([c:23]([C:26]([F:27])([F:28])[F:29])[n:24][n:25]2)[CH2:21][CH2:22]1>>[O:2]=[C:3]([CH2:4][CH:5]([CH2:6][c:7]1[c:8]([F:15])[cH:9][c:10]([F:14])[c:11]([F:13])[cH:12]1)[OH:16])[N:17]1[CH2:18][c:19]2[n:20]([c:23]([C:26]([F:27])([F:28])[F:29])[n:24][n:25]2)[CH2:21][CH2:22]1. The reactants are COc1cc2c(Oc3ccc(N)c(C)c3C)ccnc2cc1OCc1ccccc1, COc1ccccc1N=C=O, CN(C)C=O, [Na+], O=C([O-])O. The product is COc1ccccc1NC(=O)Nc1ccc(Oc2ccnc3cc(OCc4ccccc4)c(OC)cc23)c(C)c1C. RXN SMILES: [CH2:1]([c:2]1[cH:3][cH:4][cH:5][cH:6][cH:7]1)[O:8][c:9]1[c:10]([O:29][CH3:30])[cH:11][c:12]2[c:13]([O:19][c:20]3[c:21]([CH3:28])[c:22]([CH3:27])[c:23]([NH2:24])[cH:25][cH:26]3)[cH:14][cH:15][n:16][c:17]2[cH:18]1.[CH3:31][O:32][c:33]1[c:34]([N:39]=[C:40]=[O:41])[cH:35][cH:36][cH:37][cH:38]1.[CH3:47][N:48]([CH3:49])[CH:50]=[O:51].[Na+:42].[OH:43][C:44](=[O:45])[O-:46]>>[CH2:1]([c:2]1[cH:3][cH:4][cH:5][cH:6][cH:7]1)[O:8][c:9]1[c:10]([O:29][CH3:30])[cH:11][c:12]2[c:13]([O:19][c:20]3[c:21]([CH3:28])[c:22]([CH3:27])[c:23]([NH:24][C:40]([NH:39][c:34]4[c:33]([O:32][CH3:31])[cH:38][cH:37][cH:36][cH:35]4)=[O:41])[cH:25][cH:26]3)[cH:14][cH:15][n:16][c:17]2[cH:18]1.